From a dataset of the Open Reaction Database (ORD), a public repository of structured organic reaction records. describe an organic reaction: reactants, conditions, products, and yield Reactants: Brc1ccc(Br)cc1, CC(C)(C)[O-], CN1CC2CCNC2C1, Cc1ccccc1, [Na+], O=C(C=Cc1ccccc1)C=Cc1ccccc1, O=C(C=Cc1ccccc1)C=Cc1ccccc1, O=C(C=Cc1ccccc1)C=Cc1ccccc1, O, [Pd], [Pd]. The product is CN1CC2CCN(c3ccc(Br)cc3)C2C1. RXN SMILES: [Br:10][c:11]1[cH:12][cH:13][c:14]([Br:15])[cH:16][cH:17]1.[CH3:18][C:19]([CH3:20])([O-:21])[CH3:22].[CH3:1][N:2]1[CH2:3][CH:4]2[NH:5][CH2:6][CH2:7][CH:8]2[CH2:9]1.[CH3:24][c:25]1[cH:26][cH:27][cH:28][cH:29][cH:30]1.[Na+:23].[O:34]=[C:35]([CH:36]=[CH:37][c:38]1[cH:39][cH:40][cH:41][cH:42][cH:43]1)[CH:44]=[CH:45][c:46]1[cH:47][cH:48][cH:49][cH:50][cH:51]1.[O:52]=[C:53]([CH:54]=[CH:55][c:56]1[cH:57][cH:58][cH:59][cH:60][cH:61]1)[CH:62]=[CH:63][c:64]1[cH:65][cH:66][cH:67][cH:68][cH:69]1.[O:70]=[C:71]([CH:72]=[CH:73][c:74]1[cH:75][cH:76][cH:77][cH:78][cH:79]1)[CH:80]=[CH:81][c:82]1[cH:83][cH:84][cH:85][cH:86][cH:87]1.[OH2:31].[Pd:32].[Pd:33]>>[CH3:1][N:2]1[CH2:3][CH:4]2[N:5]([c:14]3[cH:13][cH:12][c:11]([Br:10])[cH:17][cH:16]3)[CH2:6][CH2:7][CH:8]2[CH2:9]1. The reactants are FC(C1=C(C=CC=C1)CNC(=O)C1CCNCC1)(F)F (N-{[2-(Trifluoromethyl)phenyl]methyl}-4-piperidinecarboxamide), ClC1=NC(=NC(=N1)Cl)NC (4,6-dichloro-N-methyl-1,3,5-triazin-2-amine), [OH-].[Na+] (NaOH). Reaction conditions: temperature 40 celsius, time 2 hour. Product: ClC1=NC(=NC(=N1)NC)N1CCC(CC1)C(=O)NCC1=C(C=CC=C1)C(F)(F)F (1-[4-chloro-6-(methylamino)-1,3,5-triazin-2-yl]-N-{[2-(trifluoromethyl)phenyl]methyl}-4-piperidinecarboxamide). RXN SMILES: [F:1][C:2]([F:20])([F:19])[C:3]1[CH:8]=[CH:7][CH:6]=[CH:5][C:4]=1[CH2:9][NH:10][C:11]([CH:13]1[CH2:18][CH2:17][NH:16][CH2:15][CH2:14]1)=[O:12].[Cl:21][C:22]1[N:27]=[C:26](Cl)[N:25]=[C:24]([NH:29][CH3:30])[N:23]=1.[OH-].[Na+]>>[Cl:21][C:22]1[N:23]=[C:24]([NH:29][CH3:30])[N:25]=[C:26]([N:16]2[CH2:17][CH2:18][CH:13]([C:11]([NH:10][CH2:9][C:4]3[CH:5]=[CH:6][CH:7]=[CH:8][C:3]=3[C:2]([F:1])([F:19])[F:20])=[O:12])[CH2:14][CH2:15]2)[N:27]=1 |f:2.3|. Procedure details: N-{[2-(Trifluoromethyl)phenyl]methyl}-4-piperidinecarboxamide (464 mg, 1.63 mmol, 1.00 equiv) was added to the suspension prepared in step b. The resulting mixture was heated to 40° C. and treated with 1 N NaOH to maintain a pH of 9-10. The reaction mixture was stirred for 2 h and then used immediately in the next step without workup or purification. MS (ES+): m/e 428.9 [M+H]+. The reactants are mono-nitro, FC1=CC=C(C=C1)[N+](=O)[O-] (1-fluoro-4-nitrobenzene), N1=CC=CC=C1 (pyridine), C(CCOCCOCCOCCCN)N (4,7,10-trioxatridecane-1,13-diamine). Solvent: O (water). Reaction conditions: temperature 70 celsius. Yields the product NCCCOCCOCCOCCCNC1=CC=C(C=C1)[N+](=O)[O-] (N-(3-{2-[2-(3-aminopropoxy)ethoxy]ethoxy}propyl)-N-(4-nitrophenyl)amine). Isolated yield 52.7%. RXN SMILES: F[C:2]1[CH:7]=[CH:6][C:5]([N+:8]([O-:10])=[O:9])=[CH:4][CH:3]=1.N1C=CC=CC=1.[CH2:17]([NH2:31])[CH2:18][CH2:19][O:20][CH2:21][CH2:22][O:23][CH2:24][CH2:25][O:26][CH2:27][CH2:28][CH2:29][NH2:30]>O>[NH2:30][CH2:29][CH2:28][CH2:27][O:26][CH2:25][CH2:24][O:23][CH2:22][CH2:21][O:20][CH2:19][CH2:18][CH2:17][NH:31][C:2]1[CH:7]=[CH:6][C:5]([N+:8]([O-:10])=[O:9])=[CH:4][CH:3]=1. Procedure details: 1.41 g (0.01 mol) of 1-fluoro-4-nitrobenzene and 1.62 ml (0.02 mol) of pyridine were introduced into a three-necked flask under nitrogen. 8.75 ml (0.04 mol) of 4,7,10-trioxatridecane-1,13-diamine were added dropwise with stirring. The mixture was heated to 70° C. After reaction for 24 hours, the reaction mixture was cooled and 40 ml of distilled water were then added with vigorous stirring. Next, the reaction mixture was extracted with dichloromethane, washed twice with water, dried over MgSO4 a... Starting materials: CCOC(=O)CCBr, O=C1CCN(C(=O)C=Cc2ccc(Cl)c(Cl)c2)CCN1, [H-], [K+], [Na+], CN(C)C=O, O=S(=O)([O-])O. The product is CCOC(=O)CCN1CCN(C(=O)C=Cc2ccc(Cl)c(Cl)c2)CCC1=O. RXN SMILES: [Br:21][CH2:22][CH2:23][C:24](=[O:25])[O:26][CH2:27][CH3:28].[Cl:1][c:2]1[cH:3][c:4]([CH:9]=[CH:10][C:11](=[O:12])[N:13]2[CH2:14][CH2:15][NH:16][C:17](=[O:20])[CH2:18][CH2:19]2)[cH:5][cH:6][c:7]1[Cl:8].[H-:30].[K+:36].[Na+:29].[O:37]=[CH:38][N:39]([CH3:40])[CH3:41].[S:31](=[O:32])(=[O:33])([OH:34])[O-:35]>>[Cl:1][c:2]1[cH:3][c:4]([CH:9]=[CH:10][C:11](=[O:12])[N:13]2[CH2:14][CH2:15][N:16]([CH2:22][CH2:23][C:24](=[O:25])[O:26][CH2:27][CH3:28])[C:17](=[O:20])[CH2:18][CH2:19]2)[cH:5][cH:6][c:7]1[Cl:8]. Reactants: O=C([O-])[O-], COCCBr, CC1(C)OB(c2cn[nH]c2)OC1(C)C, CC#N, [Cs+], [Cs+]. The product is COCCn1cc(B2OC(C)(C)C(C)(C)O2)cn1. RXN SMILES: [C:20](=[O:21])([O-:22])[O-:23].[CH3:15][O:16][CH2:17][CH2:18][Br:19].[CH3:1][C:2]1([CH3:14])[O:3][B:4]([c:9]2[cH:10][n:11][nH:12][cH:13]2)[O:5][C:6]1([CH3:7])[CH3:8].[CH3:26][C:27]#[N:28].[Cs+:24].[Cs+:25]>>[CH3:1][C:2]1([CH3:14])[O:3][B:4]([c:9]2[cH:10][n:11][n:12]([CH2:18][CH2:17][O:16][CH3:15])[cH:13]2)[O:5][C:6]1([CH3:7])[CH3:8]. Reactants: C1CCOC1, COC(=O)c1ccc2c(C3CCCCC3)c3n(c2c1)CC(C(=O)OC)N(C)c1ccccc1-3. Yields the product COC(=O)c1ccc2c(C3CCCCC3)c3n(c2c1)CC(CO)N(C)c1ccccc1-3. RXN SMILES: [CH2:34]1[O:35][CH2:36][CH2:37][CH2:38]1.[CH:1]1([c:7]2[c:8]3[cH:9][cH:10][c:11]([C:30](=[O:31])[O:32][CH3:33])[cH:12][c:13]3[n:14]3[c:20]2-[c:19]2[c:18]([cH:24][cH:23][cH:22][cH:21]2)[N:17]([CH3:25])[CH:16]([C:26](=[O:27])[O:28][CH3:29])[CH2:15]3)[CH2:2][CH2:3][CH2:4][CH2:5][CH2:6]1>>[CH:1]1([c:7]2[c:8]3[cH:9][cH:10][c:11]([C:30](=[O:31])[O:32][CH3:33])[cH:12][c:13]3[n:14]3[c:20]2-[c:19]2[c:18]([cH:24][cH:23][cH:22][cH:21]2)[N:17]([CH3:25])[CH:16]([CH2:26][OH:27])[CH2:15]3)[CH2:2][CH2:3][CH2:4][CH2:5][CH2:6]1. Reactants: BrCC(C)=O (bromoacetone), [H-].[Na+] (sodium hydride), CN(C=O)C (N,N-dimethylformamide), COC1=CC=C(C=C1)C(CC1=CC=C(C=C1)SC)=O (1-(4-methoxyphenyl)-2-(4-methylthiophenyl)ethanone). The solvent is C(C)(=O)OCC (ethyl acetate). Conditions: time 30 minute. The product is COC1=CC=C(C=C1)C(C(=O)C1=CC=C(C=C1)SC)C(C)=O (2-(4-methoxyphenyl)-1-(4-methylthiophenyl)butane-1,3-dion). Isolated yield 69.0%. Reaction SMILES: [H-].[Na+].CN(C)C=[O:6].[CH3:8][O:9][C:10]1[CH:15]=[CH:14][C:13]([C:16](=O)[CH2:17][C:18]2[CH:23]=[CH:22][C:21]([S:24][CH3:25])=[CH:20][CH:19]=2)=[CH:12][CH:11]=1.Br[CH2:28][C:29](=[O:31])C>C(OCC)(=O)C>[CH3:8][O:9][C:10]1[CH:15]=[CH:14][C:13]([CH:16]([C:29](=[O:31])[CH3:28])[C:17]([C:18]2[CH:23]=[CH:22][C:21]([S:24][CH3:25])=[CH:20][CH:19]=2)=[O:6])=[CH:12][CH:11]=1 |f:0.1|. Reported procedure: 0.44g (11.0 mol) of 60% sodium hydride was added to 27 ml of N,N-dimethylformamide solution containing 2.72 g (10.0 mmol) of 1-(4-methoxyphenyl)-2-(4-methylthiophenyl)ethanone, and stirred at the room temperature for 30 minutes, then 1.51 g (11.0 mol) of bromoacetone was added and further stirred at room temperature for 1 hour. 400 ml of ethyl acetate was added thereto and the mixture was washed three times with 200 ml of saturated saline. The organic layer was dried over anhydrous magnesium sul... The reactants are BrC1=C(C=O)C=CC=C1 (2-bromobenzaldehyde). Solvent: C(C)OCC (diethylether). Conditions: temperature -10 celsius, time 1 hour. The product is BrC1=C(C=CC=C1)C(CC1=CC=CC=C1)O (1-(2-Bromo-phenyl)-2-phenyl-ethanol). Yield: 69.5%. RXN SMILES: [Br:1][C:2]1[CH:9]=[CH:8][CH:7]=[CH:6][C:3]=1[CH:4]=[O:5]>C(OCC)C>[Br:1][C:2]1[CH:9]=[CH:8][CH:7]=[CH:6][C:3]=1[CH:4]([OH:5])[CH2:4][C:3]1[CH:6]=[CH:7][CH:8]=[CH:9][CH:2]=1. Procedure: A mixture of 2-bromobenzaldehyde (1 mL, 5.4 mmol) in diethylether (2 mL) was added to a flame dried flask, and flushed with argon. The temperature was reduced to −10° C. and benzylmagnesium chloride was slowly added to the flask via syringe. The reaction was stirred at −10° C. for 1 hour and then stirred at room temperature for 16 hours. The reaction was the poured over ice and acidified to pH 3. It was then extracted with ether (3×40 mL). The organic layers were combined, evaporated, and the re... Reactants: N1CCC(CC1)N1N=CC(=C1)C1=CC=2N(N=C1)C(=CN2)C=2C=C(C=CC2)NC(=O)NCC(F)(F)F (N-{3-[7-(1-piperidin-4-yl-1H-pyrazol-4-yl)imidazo[1,2-b]pyridazin-3-yl]phenyl}-N′-(2,2,2-trifluoroethyl)urea), C1(=CC=CC=C1)CS(=O)(=O)Cl (phenylmethanesulfonyl chloride). Yields the product C(C1=CC=CC=C1)S(=O)(=O)N1CCC(CC1)N1N=CC(=C1)C1=CC=2N(N=C1)C(=CN2)C=2C=C(C=CC2)NC(=O)NCC(F)(F)F (N-[3-(7-{1-[1-(Benzylsulfonyl)piperidin-4-yl]-1H-pyrazol-4-yl}imidazo[1,2-b]pyridazin-3-yl)phenyl]-N′-(2,2,2-trifluoroethyl)urea). As a reaction SMILES: [NH:1]1[CH2:6][CH2:5][CH:4]([N:7]2[CH:11]=[C:10]([C:12]3[CH:17]=[N:16][N:15]4[C:18]([C:21]5[CH:22]=[C:23]([NH:27][C:28]([NH:30][CH2:31][C:32]([F:35])([F:34])[F:33])=[O:29])[CH:24]=[CH:25][CH:26]=5)=[CH:19][N:20]=[C:14]4[CH:13]=3)[CH:9]=[N:8]2)[CH2:3][CH2:2]1.[C:36]1([CH2:42][S:43](Cl)(=[O:45])=[O:44])[CH:41]=[CH:40][CH:39]=[CH:38][CH:37]=1>>[CH2:42]([S:43]([N:1]1[CH2:6][CH2:5][CH:4]([N:7]2[CH:11]=[C:10]([C:12]3[CH:17]=[N:16][N:15]4[C:18]([C:21]5[CH:22]=[C:23]([NH:27][C:28]([NH:30][CH2:31][C:32]([F:33])([F:35])[F:34])=[O:29])[CH:24]=[CH:25][CH:26]=5)=[CH:19][N:20]=[C:14]4[CH:13]=3)[CH:9]=[N:8]2)[CH2:3][CH2:2]1)(=[O:45])=[O:44])[C:36]1[CH:41]=[CH:40][CH:39]=[CH:38][CH:37]=1. Procedure details: This compound was prepared by using procedures analogous to those described for the synthesis of Example 30 (Step 6) starting from N-{3-[7-(1-piperidin-4-yl-1H-pyrazol-4-yl)imidazo[1,2-b]pyridazin-3-yl]phenyl}-N′-(2,2,2-trifluoroethyl)urea and phenylmethanesulfonyl chloride. LCMS (M+H)+: m/z=639.2. Starting materials: CC(C)[Si](OCc1cc(C2(O)OC(COCc3ccccc3)C(OCc3ccccc3)C(OCc3ccccc3)C2OCc2ccccc2)ccc1Cl)(C(C)C)C(C)C, CC[SiH](CC)CC, ClCCl. The product is CC(C)[Si](OCc1cc(C2OC(COCc3ccccc3)C(OCc3ccccc3)C(OCc3ccccc3)C2OCc2ccccc2)ccc1Cl)(C(C)C)C(C)C. Reaction SMILES: [CH2:1]([c:2]1[cH:3][cH:4][cH:5][cH:6][cH:7]1)[O:8][CH:9]1[C:10]([OH:40])([c:41]2[cH:42][c:43]([CH2:48][O:49][Si:50]([CH:51]([CH3:52])[CH3:53])([CH:54]([CH3:55])[CH3:56])[CH:57]([CH3:58])[CH3:59])[c:44]([Cl:47])[cH:45][cH:46]2)[O:11][CH:12]([CH2:31][O:32][CH2:33][c:34]2[cH:35][cH:36][cH:37][cH:38][cH:39]2)[CH:13]([O:23][CH2:24][c:25]2[cH:26][cH:27][cH:28][cH:29][cH:30]2)[CH:14]1[O:15][CH2:16][c:17]1[cH:18][cH:19][cH:20][cH:21][cH:22]1.[CH2:60]([SiH:61]([CH2:62][CH3:63])[CH2:64][CH3:65])[CH3:66].[Cl:67][CH2:68][Cl:69]>>[CH2:1]([c:2]1[cH:3][cH:4][cH:5][cH:6][cH:7]1)[O:8][CH:9]1[CH:10]([c:41]2[cH:42][c:43]([CH2:48][O:49][Si:50]([CH:51]([CH3:52])[CH3:53])([CH:54]([CH3:55])[CH3:56])[CH:57]([CH3:58])[CH3:59])[c:44]([Cl:47])[cH:45][cH:46]2)[O:11][CH:12]([CH2:31][O:32][CH2:33][c:34]2[cH:35][cH:36][cH:37][cH:38][cH:39]2)[CH:13]([O:23][CH2:24][c:25]2[cH:26][cH:27][cH:28][cH:29][cH:30]2)[CH:14]1[O:15][CH2:16][c:17]1[cH:18][cH:19][cH:20][cH:21][cH:22]1.